Dataset: the Open Reaction Database (ORD), a public repository of structured organic reaction records. Task: describe an organic reaction: reactants, conditions, products, and yield The reactants are CCCCCCCCCCBr, O=C([O-])[O-], COC(=O)c1ccc(O)c(C(C)(C)C)c1, CCC(C)=O, [I-], [K+], [K+], [K+]. The product is CCCCCCCCCCOc1ccc(C(=O)OC)cc1C(C)(C)C. As a reaction SMILES: [Br:16][CH2:17][CH2:18][CH2:19][CH2:20][CH2:21][CH2:22][CH2:23][CH2:24][CH2:25][CH3:26].[C:27](=[O:28])([O-:29])[O-:30].[CH3:1][O:2][C:3]([c:4]1[cH:5][c:6]([C:11]([CH3:12])([CH3:13])[CH3:14])[c:7]([OH:10])[cH:8][cH:9]1)=[O:15].[CH3:35][C:36](=[O:37])[CH2:38][CH3:39].[I-:34].[K+:31].[K+:32].[K+:33]>>[CH3:1][O:2][C:3]([c:4]1[cH:5][c:6]([C:11]([CH3:12])([CH3:13])[CH3:14])[c:7]([O:10][CH2:17][CH2:18][CH2:19][CH2:20][CH2:21][CH2:22][CH2:23][CH2:24][CH2:25][CH3:26])[cH:8][cH:9]1)=[O:15]. Procedure: 1.21 g (10.0 mmol) of (−)-1-phenylethylamine and 20 ml of ethanol were added to 2.77 g (10.0 mmol) of (±)-3-(3,4-dichlorophenyl)-3-methoxycarbonylpropionic acid, and the mixture was stirred in a suspended state under heating at a bath temperature of 90 to 110° C. for 4 hours. Then the internal temperature was lowered to 20° C. and the suspension was stirred at this temperature for one hour. The precipitated crystals were filtered out, washed with a small quantity of ethanol and dried to harvest ... The product is ClC=1C=C(C=CC1Cl)C(CC(=O)O)C(=O)OC.C1(=CC=CC=C1)[C@H](C)N ((+)-3-(3,4-dichlorophenyl)-3-methoxycarbonylpropionic acid·(S)-1-phenylethylamine). Conditions: temperature 100 celsius. Reaction SMILES: [C:1]1([CH:7]([NH2:9])[CH3:8])[CH:6]=[CH:5][CH:4]=[CH:3][CH:2]=1.[Cl:10][C:11]1[CH:12]=[C:13]([CH:18]([C:23]([O:25][CH3:26])=[O:24])[CH2:19][C:20]([OH:22])=[O:21])[CH:14]=[CH:15][C:16]=1[Cl:17]>C(O)C>[Cl:10][C:11]1[CH:12]=[C:13]([CH:18]([C:23]([O:25][CH3:26])=[O:24])[CH2:19][C:20]([OH:22])=[O:21])[CH:14]=[CH:15][C:16]=1[Cl:17].[C:1]1([C@@H:7]([NH2:9])[CH3:8])[CH:6]=[CH:5][CH:4]=[CH:3][CH:2]=1 |f:3.4|. Starting materials: C1(=CC=CC=C1)C(C)N ((−)-1-phenylethylamine), ClC=1C=C(C=CC1Cl)C(CC(=O)O)C(=O)OC ((±)-3-(3,4-dichlorophenyl)-3-methoxycarbonylpropionic acid). The solvent is C(C)O (ethanol). The yield is 67.8%. The reactants are BrCCC1OCCO1, CCOC(C)=O, [Li]CCCC, c1ccc2c(c1)Cc1ccccc1-2, C1CCOC1, CCCCCC. Yields the product c1ccc2c(c1)-c1ccccc1C2CCC1OCCO1. As a reaction SMILES: [Br:19][CH2:20][CH2:21][CH:22]1[O:23][CH2:24][CH2:25][O:26]1.[C:27]([O:28][CH2:29][CH3:30])(=[O:31])[CH3:32].[CH2:14]([Li:15])[CH2:16][CH2:17][CH3:18].[CH2:1]1[c:2]2[cH:3][cH:4][cH:5][cH:6][c:7]2-[c:8]2[cH:9][cH:10][cH:11][cH:12][c:13]21.[CH2:39]1[O:40][CH2:41][CH2:42][CH2:43]1.[CH3:33][CH2:34][CH2:35][CH2:36][CH2:37][CH3:38]>>[CH:1]1([CH2:20][CH2:21][CH:22]2[O:23][CH2:24][CH2:25][O:26]2)[c:2]2[cH:3][cH:4][cH:5][cH:6][c:7]2-[c:8]2[cH:9][cH:10][cH:11][cH:12][c:13]21. The yield is 55.3%. The product is ClC1=CC=C(C=N1)CN(C(=S)NC)CC(F)(F)F (N-(6-chloro-3-pyridylmethyl)-N-(2,2,2-trifluoroethyl)-N'-methylthiourea). Procedure details: In 35 ml of toluene, 3,79 g (0.0169 mole) of N-(6-chloro-3-pyridylmethyl)-N-(2,2,2-trifluoroethyl)amine and 2.46 g of methyl isothiocyanate were stirred for 18 hours under reflux. The toluene was distilled off, and the residue was dissolved in 120 ml of AcOEt, washed with 1N HCl (two times) and aqueous sodium chloride solution in this order and dried over MgSO4. The AcOEt was distilled off to give oil. To this oily product were added Et2O and hexane, followed by cooling to give crystals. After a... Reaction SMILES: [Cl:1][C:2]1[N:7]=[CH:6][C:5]([CH2:8][NH:9][CH2:10][C:11]([F:14])([F:13])[F:12])=[CH:4][CH:3]=1.[CH3:15][N:16]=[C:17]=[S:18].CCOCC.CCCCCC>C1(C)C=CC=CC=1>[Cl:1][C:2]1[N:7]=[CH:6][C:5]([CH2:8][N:9]([CH2:10][C:11]([F:14])([F:12])[F:13])[C:17]([NH:16][CH3:15])=[S:18])=[CH:4][CH:3]=1. Starting materials: CCCCCC (hexane), ClC1=CC=C(C=N1)CNCC(F)(F)F (N-(6-chloro-3-pyridylmethyl)-N-(2,2,2-trifluoroethyl)amine), CN=C=S (methyl isothiocyanate), CCOCC (Et2O), CCCCCC (hexane). The solvent is C1(=CC=CC=C1)C (toluene). Starting materials: CC=1NC(=C(C(C1C(=O)OC)C1=C(C=CC=C1)C=C)C(=O)OC)C (Dimethyl 2,6-dimethyl-4-(2-ethenylphenyl)-1,4-dihydropyridine-3,5-dicarboxylate), Cl (hydrogen chloride), [OH-].[NH4+] (ammonium hydroxide), O (water). The solvent is C(Cl)(Cl)Cl (chloroform), C(Cl)(Cl)Cl (chloroform). Run at time 2.5 hour. Product: CC1=NC2(CC3C1(C(C=1C=CC=CC13)C2C(=O)OC)C(=O)OC)C (Dimethyl 4,4a,9,9a-tetrahydro-1,3-dimethyl-3,9-methano-3H-indeno[2,1-c]pyridine-9a,10-dicarboxylate). Reaction SMILES: [CH3:1][C:2]1[NH:3][C:4]([CH3:24])=[C:5]([C:20]([O:22][CH3:23])=[O:21])[CH:6]([C:12]2[CH:17]=[CH:16][CH:15]=[CH:14][C:13]=2[CH:18]=[CH2:19])[C:7]=1[C:8]([O:10][CH3:11])=[O:9].Cl.O.[OH-].[NH4+]>C(Cl)(Cl)Cl>[CH3:24][C:4]1[C:5]2([C:20]([O:22][CH3:23])=[O:21])[CH:6]3[CH:7]([C:8]([O:10][CH3:11])=[O:9])[C:2]([CH3:1])([CH2:19][CH:18]2[C:13]2[CH:14]=[CH:15][CH:16]=[CH:17][C:12]3=2)[N:3]=1 |f:3.4|. Procedure: Into a solution of the Compound 2b (0.3 mmol) in dry chloroform (5 ml) was bubbled anhydrous hydrogen chloride. The resulting solution was stirred for 2.5 hours at ambient temperature. The reaction mixture was diluted chloroform (10 ml) and water (5 ml) and then neutralized with concentrated aqueous ammonium hydroxide. The organic phase was separated and the aqueous phase extracted with chloroform (2×20 ml). The combined organic phases were washed with brine, dried over anhydrous sodium sulfate ... Reactants: CO, C=Cc1cncc(-c2cc3ccccc3n2C)c1. The product is CCc1cncc(-c2cc3ccccc3n2C)c1. RXN SMILES: [CH3:19][OH:20].[CH3:1][n:2]1[c:3](-[c:11]2[cH:12][n:13][cH:14][c:15]([CH:17]=[CH2:18])[cH:16]2)[cH:4][c:5]2[cH:6][cH:7][cH:8][cH:9][c:10]12>>[CH3:1][n:2]1[c:3](-[c:11]2[cH:12][n:13][cH:14][c:15]([CH2:17][CH3:18])[cH:16]2)[cH:4][c:5]2[cH:6][cH:7][cH:8][cH:9][c:10]12. Starting materials: CC1(OC[C@H](O1)CN1N=C(C=C1)NC(C(CC(C)(C)F)N1C(C=C(C1)OC1=C(C(=CC=C1)OC)Cl)=O)=O)C (2-[4-(2-chloro-3-methoxy-phenoxy)-2-oxo-2,5-dihydro-pyrrol-1-yl]-4-fluoro-4-methyl-pentanoic acid [1-((R)-2,2-dimethyl-[1,3]dioxolan-4-yl-methyl)-1H-pyrazol-3-yl]-amide), Cl (hydrochloric acid), O[C@H](CN1N=C(C=C1)NC(C(CC(C)(C)F)N1C(C=C(C1)OC1=C(C(=CC=C1)OCC)Cl)=O)=O)CO (2-[4-(2-chloro-3-ethoxy-phenoxy)-2-oxo-2,5-dihydro-pyrrol-1-yl]-4-fluoro-4-methyl-pentanoic acid [1-((R)-2,3-dihydroxy-propyl)-1H-pyrazol-3-yl]-amide). Solvent: C(C)(=O)OCC (ethyl acetate), O1CCCC1 (tetrahydrofuran). Reaction conditions: temperature 25 celsius, time 4 hour. Yields the product O[C@H](CN1N=C(C=C1)NC(C(CC(C)(C)F)N1C(C=C(C1)OC1=C(C(=CC=C1)OC)Cl)=O)=O)CO (2-[4-(2-Chloro-3-methoxyphenoxy)-2-oxo-2,5-dihydro-pyrrol-1-yl]-4-fluoro-4-methyl-pentanoic acid-[1-((R)-2,3-dihydroxy-propyl)-1H-pyrazol-3-yl]-amide). As a reaction SMILES: CC1(C)[O:6][C@H:5]([CH2:7][N:8]2[CH:12]=[CH:11][C:10]([NH:13][C:14](=[O:37])[CH:15]([N:21]3[CH2:25][C:24]([O:26][C:27]4[CH:32]=[CH:31][CH:30]=[C:29]([O:33][CH3:34])[C:28]=4[Cl:35])=[CH:23][C:22]3=[O:36])[CH2:16][C:17]([F:20])([CH3:19])[CH3:18])=[N:9]2)[CH2:4][O:3]1.Cl.O[C@@H](CO)CN1C=CC(NC(=O)C(N2CC(OC3C=CC=C(OCC)C=3Cl)=CC2=O)CC(F)(C)C)=N1>O1CCCC1.C(OCC)(=O)C>[OH:6][C@@H:5]([CH2:4][OH:3])[CH2:7][N:8]1[CH:12]=[CH:11][C:10]([NH:13][C:14](=[O:37])[CH:15]([N:21]2[CH2:25][C:24]([O:26][C:27]3[CH:32]=[CH:31][CH:30]=[C:29]([O:33][CH3:34])[C:28]=3[Cl:35])=[CH:23][C:22]2=[O:36])[CH2:16][C:17]([F:20])([CH3:19])[CH3:18])=[N:9]1. Procedure: A solution of 2-[4-(2-chloro-3-methoxy-phenoxy)-2-oxo-2,5-dihydro-pyrrol-1-yl]-4-fluoro-4-methyl-pentanoic acid [1-((R)-2,2-dimethyl-[1,3]dioxolan-4-yl-methyl)-1H-pyrazol-3-yl]-amide (390 mg, 0.71 mmol) in tetrahydrofuran (10 mL) was treated with 2N aqueous hydrochloric acid solution (10 mL). The reaction mixture was stirred at 25° C. for 4 h. The reaction mixture was diluted with ethyl acetate, washed with water, saturated sodium bicarbonate solution, a saturated sodium chloride solution and dr...